This data is from the Open Reaction Database (ORD), a public repository of structured organic reaction records. The task is: describe an organic reaction: reactants, conditions, products, and yield Reactants: C(C1=CC=CC=C1)OC=1C(=C(NC)C=CC1)N (3-benzyloxy-2-amino-N-methylaniline), C(C(O)C)(=O)O (lactic acid), Cl (hydrochloric acid), N (ammonia). Product: C(C1=CC=CC=C1)OC1=CC=CC=2N(C(=NC21)C(C)O)C (4-benzyloxy-2-(1-hydroxyethyl)-1-methyl-1H-benzimidazole). The yield is 19.4%. As a reaction SMILES: [CH2:1]([O:8][C:9]1[C:10]([NH2:17])=[C:11]([CH:14]=[CH:15][CH:16]=1)[NH:12][CH3:13])[C:2]1[CH:7]=[CH:6][CH:5]=[CH:4][CH:3]=1.[C:18](O)(=O)[CH:19]([CH3:21])[OH:20].Cl.N>>[CH2:1]([O:8][C:9]1[C:10]2[N:17]=[C:18]([CH:19]([OH:20])[CH3:21])[N:12]([CH3:13])[C:11]=2[CH:14]=[CH:15][CH:16]=1)[C:2]1[CH:7]=[CH:6][CH:5]=[CH:4][CH:3]=1. Procedure details: A mixture of 3-benzyloxy-2-amino-N-methylaniline (400 mg), lactic acid (473.8 mg) and 4N hydrochloric acid (1.6 ml) was refluxed for 1.5 hours. After cooling, the mixture was adjusted to pH 8 with 28% ammonia solution, and extracted with ethyl acetate. The organic layer was washed with water and brine, dried over magnesium sulfate and evaporated in vacuo. The residue was purified by silica gel column chromatography (ethyl acetate:n-hexane=2:1, v/v) to give 4-benzyloxy-2-(1-hydroxyethyl)-1-methyl... Yields the product CC=1C=NC=2N(C=3CCN(CC3C2C1)C)CC(O)C=1C=CC(=NC1)C#N (5-[2-(3,6-dimethyl-5,6,7,8-tetrahydro-1,6,9-triaza-fluoren-9-yl)-1-hydroxy-ethyl]-pyridine-2-carbonitrile). Reaction conditions: temperature 150 celsius. Reaction SMILES: Br[C:2]1[N:7]=[CH:6][C:5]([CH:8]([OH:25])[CH2:9][N:10]2[C:22]3[N:21]=[CH:20][C:19]([CH3:23])=[CH:18][C:17]=3[C:16]3[CH2:15][N:14]([CH3:24])[CH2:13][CH2:12][C:11]2=3)=[CH:4][CH:3]=1.[CH3:26][N:27](C=O)C>CCOC(C)=O.[C-]#N.[Zn+2].[C-]#N.C1C=CC([P]([Pd]([P](C2C=CC=CC=2)(C2C=CC=CC=2)C2C=CC=CC=2)([P](C2C=CC=CC=2)(C2C=CC=CC=2)C2C=CC=CC=2)[P](C2C=CC=CC=2)(C2C=CC=CC=2)C2C=CC=CC=2)(C2C=CC=CC=2)C2C=CC=CC=2)=CC=1>[CH3:23][C:19]1[CH:20]=[N:21][C:22]2[N:10]([CH2:9][CH:8]([C:5]3[CH:4]=[CH:3][C:2]([C:26]#[N:27])=[N:7][CH:6]=3)[OH:25])[C:11]3[CH2:12][CH2:13][N:14]([CH3:24])[CH2:15][C:16]=3[C:17]=2[CH:18]=1 |f:3.4.5,^1:45,47,66,85|. The reagents and catalysts are [C-]#N.[Zn+2].[C-]#N (Zinc cyanide), C=1C=CC(=CC1)[P](C=2C=CC=CC2)(C=3C=CC=CC3)[Pd]([P](C=4C=CC=CC4)(C=5C=CC=CC5)C=6C=CC=CC6)([P](C=7C=CC=CC7)(C=8C=CC=CC8)C=9C=CC=CC9)[P](C=1C=CC=CC1)(C=1C=CC=CC1)C=1C=CC=CC1 (Pd(PPh3)4). Run in CCOC(=O)C (EtOAc). Procedure details: 1-(6-Bromo-pyridin-3-yl)-2-(3,6-dimethyl-5,6,7,8-tetrahydro-1,6,9-triaza-fluoren-9-yl)-ethanol (2 g, 4.9 mmol) was dissolved in DMF (20 mL), and the mixture was purged with nitrogen. Zinc cyanide (1.16 g, 9.9 mmol) and Pd(PPh3)4 (339 mg, 0.294 mmol) were added, and the mixture heated at 150° C. for 2 h. The reaction was monitored by LCMS. The reaction mixture was allowed to cool at RT, diluted with EtOAc (250 mL) and filtered. The filtrate was washed with water (3×100 mL). The organic layer was ... The reactants are BrC1=CC=C(C=N1)C(CN1C=2CCN(CC2C=2C=C(C=NC12)C)C)O (1-(6-Bromo-pyridin-3-yl)-2-(3,6-dimethyl-5,6,7,8-tetrahydro-1,6,9-triaza-fluoren-9-yl)-ethanol), CN(C)C=O (DMF).